From a dataset of the Open Reaction Database (ORD), a public repository of structured organic reaction records. describe an organic reaction: reactants, conditions, products, and yield Starting materials: NC1=CC=C(C(=N1)C)Br (6-amino-3-bromo-2-methylpyridine), [Cu]C#N (copper (I) cyanide). The solvent is CN(C)C=O (DMF). The product is NC1=NC(=C(C=C1)C#N)C (2-Amino-5-cyano-6-methylpyridine). As a reaction SMILES: [NH2:1][C:2]1[N:7]=[C:6]([CH3:8])[C:5](Br)=[CH:4][CH:3]=1.[Cu][C:11]#[N:12]>CN(C=O)C>[NH2:1][C:2]1[CH:3]=[CH:4][C:5]([C:11]#[N:12])=[C:6]([CH3:8])[N:7]=1. Reported procedure: A mixture of 6-amino-3-bromo-2-methylpyridine (20.0 g, 0.107 mol)(Maybridge) and copper (I) cyanide 11.0 g, 0.123 mol) in DMF (25 ml) was heated to reflux for 4 h. The DMF was evaporated in vacuo and the residue was partitioned between ethyl acetate and 10% sodium cyanide solution. The organic layer was washed with 10% sodium cyanide solution and brine, dried (Na2SO4) and evaporated in vacuo to a brown solid. This was dissolved in a minimum amount of ethyl acetate and the product was precipitate...